From a dataset of the Open Reaction Database (ORD), a public repository of structured organic reaction records. describe an organic reaction: reactants, conditions, products, and yield The reactants are NC=1C=C(C(=O)NC2=C(C=C(C=C2Br)C(C(F)(F)F)(O)C2=CC(=CC(=C2)Cl)Cl)Br)C=CC1 (3-amino-N-{2,6-dibromo-4-[1-(3,5-dichloro-phenyl)-2,2,2-trifluoro-1-hydroxy-ethyl]-phenyl}-benzamide), C(O)([O-])=O.[Na+] (sodium hydrogen carbonate), N1=CC=CC=C1 (pyridine), C(#N)C1=CC=C(C(=O)Cl)C=C1 (4-cyano-benzoyl chloride). Run in O1CCCC1 (tetrahydrofuran). Conditions: time 2 hour. Product: C(#N)C1=CC=C(C(=O)NC=2C=C(C(=O)NC3=C(C=C(C=C3Br)C(C(F)(F)F)(O)C3=CC(=CC(=C3)Cl)Cl)Br)C=CC2)C=C1 (3-[(4-cyanobenzoyl)-amino]-N-{2,6-dibromo-4-[1-(3,5-dichloro-phenyl)-2,2,2-trifluoro-1-hydroxy-ethyl]-phenyl}-benzamide). Reaction SMILES: [NH2:1][C:2]1[CH:3]=[C:4]([CH:30]=[CH:31][CH:32]=1)[C:5]([NH:7][C:8]1[C:13]([Br:14])=[CH:12][C:11]([C:15]([C:21]2[CH:26]=[C:25]([Cl:27])[CH:24]=[C:23]([Cl:28])[CH:22]=2)([OH:20])[C:16]([F:19])([F:18])[F:17])=[CH:10][C:9]=1[Br:29])=[O:6].N1C=CC=CC=1.[C:39]([C:41]1[CH:49]=[CH:48][C:44]([C:45](Cl)=[O:46])=[CH:43][CH:42]=1)#[N:40].C(=O)([O-])O.[Na+]>O1CCCC1>[C:39]([C:41]1[CH:49]=[CH:48][C:44]([C:45]([NH:1][C:2]2[CH:3]=[C:4]([CH:30]=[CH:31][CH:32]=2)[C:5]([NH:7][C:8]2[C:9]([Br:29])=[CH:10][C:11]([C:15]([C:21]3[CH:26]=[C:25]([Cl:27])[CH:24]=[C:23]([Cl:28])[CH:22]=3)([OH:20])[C:16]([F:19])([F:17])[F:18])=[CH:12][C:13]=2[Br:14])=[O:6])=[O:46])=[CH:43][CH:42]=1)#[N:40] |f:3.4|. Procedure details: To a solution of 3-amino-N-{2,6-dibromo-4-[1-(3,5-dichloro-phenyl)-2,2,2-trifluoro-1-hydroxy-ethyl]-phenyl}-benzamide (Example I8) (0.147 mg, 0.24 mmol) in tetrahydrofuran (5 ml) were added successively pyridine (0.058 ml, 0.72 mmol) and 4-cyano-benzoyl chloride (48 mg, 0.29 mmol). The reaction mixture was stirred at ambient temperature for 2 hours. Aqueous sodium hydrogen carbonate (saturated) was added and the phases were separated. The aqueous phase was extracted twice with ethyl acetate. The... Reactants: stainless steel, NC=1C(=NC(=NC1Cl)C)Cl (5-amino-4,6-dichloro-2-methylpyrimidine), N (ammonia). Solvent: C(C)(C)O (isopropanol). Run at temperature 150 celsius, time 1 hour. The product is ClC1=C(C(=NC(=N1)C)N)N (6-chloro-4,5-diamino-2-methylpyrimidine). Isolated yield 91.0%. As a reaction SMILES: [NH2:1][C:2]1[C:3](Cl)=[N:4][C:5]([CH3:9])=[N:6][C:7]=1[Cl:8].[NH3:11]>C(O)(C)C>[Cl:8][C:7]1[N:6]=[C:5]([CH3:9])[N:4]=[C:3]([NH2:11])[C:2]=1[NH2:1]. Procedure details: A 200 mL stainless steel Parr vessel was loaded with 5-amino-4,6-dichloro-2-methylpyrimidine (7.2 g, 40 mmol) and 2 M ammonia in isopropanol (100 mL), and then was sealed and heated at 150° C. for 16 h. HPLC analysis indicated complete conversion. The mixture was concentrated in vacuo, and the residue was suspended in a mixture of H2O (10 mL) and isopropanol (35 mL). This was stirred at 50° C. for 1 h and then was cooled to room temperature. The precipitate was collected by suction filtration, w... Starting materials: CC(=O)c1cc(C(C)(C)O[SiH2]C(C)(C)C)ccn1, COC(OC)OC, N#N, [Na+], O=C([O-])O, OCCO. The product is CC(C)(C)[SiH2]OC(C)(C)c1ccnc(C2(C)OCCO2)c1. Reaction SMILES: [C:3]([CH3:4])([CH3:5])([CH3:6])[SiH2:7][O:8][C:9]([c:10]1[cH:11][c:12]([C:16]([CH3:17])=[O:18])[n:13][cH:14][cH:15]1)([CH3:19])[CH3:20].[CH3:25][O:26][CH:27]([O:28][CH3:29])[O:30][CH3:31].[N:1]#[N:2].[Na+:36].[O-:32][C:33]([OH:34])=[O:35].[OH:21][CH2:22][CH2:23][OH:24]>>[C:3]([CH3:4])([CH3:5])([CH3:6])[SiH2:7][O:8][C:9]([c:10]1[cH:11][c:12]([C:16]2([CH3:17])[O:18][CH2:23][CH2:22][O:21]2)[n:13][cH:14][cH:15]1)([CH3:19])[CH3:20]. Starting materials: NC(CN1N=CC(=C1C)C(=O)OC(C)(C)C)=S (tert-butyl 1-(2-amino-2-thioxoethyl)-5-methyl-1H-pyrazole-4-carboxylate), BrCC(=O)C1=CC(=CC=C1)OC(F)(F)F (2-bromo-1-[3-(trifluoromethoxy)phenyl]ethanone), tert-butyl ester. Product: CC1=C(C=NN1CC=1SC=C(N1)C1=CC(=CC=C1)OC(F)(F)F)C(=O)O (5-methyl-1-({4-[3-(trifluoromethoxy)phenyl]-1,3-thiazol-2-yl}methyl)-1H-pyrazole-4-carboxylic acid). Isolated yield 74.6%. As a reaction SMILES: [NH2:1][C:2](=[S:17])[CH2:3][N:4]1[C:8]([CH3:9])=[C:7]([C:10]([O:12]C(C)(C)C)=[O:11])[CH:6]=[N:5]1.Br[CH2:19][C:20]([C:22]1[CH:27]=[CH:26][CH:25]=[C:24]([O:28][C:29]([F:32])([F:31])[F:30])[CH:23]=1)=O>>[CH3:9][C:8]1[N:4]([CH2:3][C:2]2[S:17][CH:19]=[C:20]([C:22]3[CH:27]=[CH:26][CH:25]=[C:24]([O:28][C:29]([F:30])([F:31])[F:32])[CH:23]=3)[N:1]=2)[N:5]=[CH:6][C:7]=1[C:10]([OH:12])=[O:11]. Reported procedure: A reaction similar to Example 1c was performed using the compound (200 mg, 0.783 mmol) obtained in Example 11b and 2-bromo-1-[3-(trifluoromethoxy)phenyl]ethanone (222 mg, 0.783 mmol). As a result, the title compound (224 mg, 74%) wherein tert-butyl ester was hydrolyzed by hydrobromic acid produced under the reaction conditions was obtained as colorless crystals. Starting materials: C(C)OC(=O)CN(C1=CC2=C(N(C(=N2)CC2=CC=C(C(=NC(=O)OC(C)(C)C)N)C=C2)C)C=C1)S(=O)(=O)C=1C=CC=C2C=CC=NC12 (4-[(5-(N-ethoxycarbonylmethylquinolin-8-yl-sulphonylamino)-1-methyl-1H-benzimidazol-2-yl)-methyl]-N'-tert.butyloxycarbonyl-benzamidine), [OH-].[Na+] (sodium hydroxide). The solvent is C(C)O (ethanol). The product is C(=O)(O)CN(C1=CC2=C(N(C(=N2)CC2=CC=C(C(=NC(=O)OC(C)(C)C)N)C=C2)C)C=C1)S(=O)(=O)C=1C=CC=C2C=CC=NC12 (4-[(5-(N-carboxymethyl-quinolin-8-yl-sulphonylamino)-1-methyl-1H-benzimidazol-2-yl)-methyl]-N'-tert.butyloxycarbonyl-benzamidine). RXN SMILES: C([O:3][C:4]([CH2:6][N:7]([S:35]([C:38]1[CH:39]=[CH:40][CH:41]=[C:42]2[C:47]=1[N:46]=[CH:45][CH:44]=[CH:43]2)(=[O:37])=[O:36])[C:8]1[CH:34]=[CH:33][C:11]2[N:12]([CH3:32])[C:13]([CH2:15][C:16]3[CH:31]=[CH:30][C:19]([C:20]([NH2:29])=[N:21][C:22]([O:24][C:25]([CH3:28])([CH3:27])[CH3:26])=[O:23])=[CH:18][CH:17]=3)=[N:14][C:10]=2[CH:9]=1)=[O:5])C.[OH-].[Na+]>C(O)C>[C:4]([CH2:6][N:7]([S:35]([C:38]1[CH:39]=[CH:40][CH:41]=[C:42]2[C:47]=1[N:46]=[CH:45][CH:44]=[CH:43]2)(=[O:37])=[O:36])[C:8]1[CH:34]=[CH:33][C:11]2[N:12]([CH3:32])[C:13]([CH2:15][C:16]3[CH:17]=[CH:18][C:19]([C:20]([NH2:29])=[N:21][C:22]([O:24][C:25]([CH3:27])([CH3:26])[CH3:28])=[O:23])=[CH:30][CH:31]=3)=[N:14][C:10]=2[CH:9]=1)([OH:5])=[O:3] |f:1.2|. Procedure details: Prepared analogously to Example 13 from 4-[(5-(N-ethoxycarbonylmethylquinolin-8-yl-sulphonylamino)-1-methyl-1H-benzimidazol-2-yl)-methyl]-N'-tert.butyloxycarbonyl-benzamidine and sodium hydroxide in ethanol. The reactants are ClCCl, CCOC(=O)c1ccc(N=C=O)cc1, Nc1ccc(N2CCN(Cc3ccc(C(O)(C(F)(F)F)C(F)(F)F)cc3)CC2)cc1. The product is CCOC(=O)c1ccc(NC(=O)Nc2ccc(N3CCN(Cc4ccc(C(O)(C(F)(F)F)C(F)(F)F)cc4)CC3)cc2)cc1. Reaction SMILES: [Cl:45][CH2:46][Cl:47].[N:31](=[C:32]=[O:33])[c:34]1[cH:35][cH:36][c:37]([C:38](=[O:39])[O:40][CH2:41][CH3:42])[cH:43][cH:44]1.[NH2:1][c:2]1[cH:3][cH:4][c:5]([N:8]2[CH2:9][CH2:10][N:11]([CH2:14][c:15]3[cH:16][cH:17][c:18]([C:21]([C:22]([F:23])([F:24])[F:25])([C:26]([F:27])([F:28])[F:29])[OH:30])[cH:19][cH:20]3)[CH2:12][CH2:13]2)[cH:6][cH:7]1>>[NH:1]([c:2]1[cH:3][cH:4][c:5]([N:8]2[CH2:9][CH2:10][N:11]([CH2:14][c:15]3[cH:16][cH:17][c:18]([C:21]([C:22]([F:23])([F:24])[F:25])([C:26]([F:27])([F:28])[F:29])[OH:30])[cH:19][cH:20]3)[CH2:12][CH2:13]2)[cH:6][cH:7]1)[C:32]([NH:31][c:34]1[cH:35][cH:36][c:37]([C:38](=[O:39])[O:40][CH2:41][CH3:42])[cH:43][cH:44]1)=[O:33]. Solvent: CO (methanol). As a reaction SMILES: [BrH:1].C([CH:6]1[CH:11]([OH:12])[CH:10]([C:13]2[CH:18]=[CH:17][C:16]([OH:19])=[CH:15][CH:14]=2)[CH:9]([CH2:20][OH:21])[CH2:8][N:7]1CC1C=CC=CC=1)(C)(C)C>[Pd].CO>[BrH:1].[OH:21][CH2:20][CH:9]1[CH2:8][NH:7][CH2:6][CH:11]([OH:12])[CH:10]1[C:13]1[CH:18]=[CH:17][C:16]([OH:19])=[CH:15][CH:14]=1 |f:0.1,4.5|. Product: Br.OCC1C(C(CNC1)O)C1=CC=C(C=C1)O ((3RS,4RS,5SR)-5-hydroxymethyl-4-(4-hydroxy-phenyl)-piperidin-3-ol hydrobromide). Procedure: In an analogous manner to that described in Example 2 (e), by catalytic hydrogenation at atmospheric pressure using a 10% palladium-charcoal catalyst in methanol from tert-butyl (3RS,4RS,5SR)-1-benzyl-5-hydroxymethyl-4-(4-hydroxy-phenyl)-piperidin-3-ol hydrobromide there was obtained (3RS,4RS,5SR)-5-hydroxymethyl-4-(4-hydroxy-phenyl)-piperidin-3-ol hydrobromide as a colourless foam; MS: 224 (M+H)+. The reagents and catalysts are [Pd] (palladium-charcoal). The reactants are Example 2 ( e ), Br.C(C)(C)(C)C1N(CC(C(C1O)C1=CC=C(C=C1)O)CO)CC1=CC=CC=C1 (tert-butyl (3RS,4RS,5SR)-1-benzyl-5-hydroxymethyl-4-(4-hydroxy-phenyl)-piperidin-3-ol hydrobromide). Starting materials: Cl (hydrochloric acid), S(=O)(Cl)Cl (thionyl chloride), FC1=C(C=C(C=C1)C(F)(F)F)C1(CC1)CC(C(=O)O)=O (3-[1-(2-fluoro-5-trifluoromethylphenyl)-cyclopropyl]-2-oxo-propionic acid), NC=1C=C2COC(=O)C2=CC1 (5-aminophthalide), NC=1C=C2COC(=O)C2=CC1 (5-aminophthalide). Run in C(C)(=O)OCC (ethyl acetate), CC(=O)N(C)C (dimethylacetamide). Run at temperature 0 celsius, time 1 hour. Yields the product FC1=C(C=C(C=C1)C(F)(F)F)C1(CC1)CC(C(=O)NC=1C=C2COC(=O)C2=CC1)=O (5-{3-[1-(2-Fluoro-5-trifluoromethylphenyl)-cyclopropyl]-2-oxo-propionylamino}-phthalide). RXN SMILES: S(Cl)(Cl)=O.[F:5][C:6]1[CH:11]=[CH:10][C:9]([C:12]([F:15])([F:14])[F:13])=[CH:8][C:7]=1[C:16]1([CH2:19][C:20](=[O:24])[C:21](O)=[O:22])[CH2:18][CH2:17]1.[NH2:25][C:26]1[CH:27]=[C:28]2[C:33](=[CH:34][CH:35]=1)[C:31](=[O:32])[O:30][CH2:29]2.Cl>CC(N(C)C)=O.C(OCC)(=O)C>[F:5][C:6]1[CH:11]=[CH:10][C:9]([C:12]([F:15])([F:14])[F:13])=[CH:8][C:7]=1[C:16]1([CH2:19][C:20](=[O:24])[C:21]([NH:25][C:26]2[CH:27]=[C:28]3[C:33](=[CH:34][CH:35]=2)[C:31](=[O:32])[O:30][CH2:29]3)=[O:22])[CH2:17][CH2:18]1. Reported procedure: At −10° C., 0.84 ml of thionyl chloride are added to 2.9 g of 3-[1-(2-fluoro-5-trifluoromethylphenyl)-cyclopropyl]-2-oxo-propionic acid in 15 ml dimethylacetamide. The mixture is stirred for 30 min. at −10° C. and for 1 hour at 0° C. and then added to 1.95 g of 5-aminophthalide (or, vice versa, 5-aminophthalide may be added to the mixture). After 16 hours at ambient temperature, 2 M hydrochloric acid and ethyl acetate are added, the organic phase is washed to neutral with water, dried over sodiu... Reaction conditions: temperature 130 celsius, time 48 hour. Starting materials: COc1ccc(B(O)O)cc1 (effective_coupling_partner), CC(C)(C)OC(=O)Oc1ccccc1 (substrate). The reagents and catalysts are dcypf. Yields the product COc2ccc(c1ccccc1)cc2. Reactants: ON1C(C=2C(C1=O)=CC=CC2)=O (N-hydroxyphthalimide), CC12CC3(CC(CC(C1)C3)C2)C (1,3-dimethyladamantane), C(=O)(C)C(=O)C (biacetyl), C(C)(=O)C12CC3(CC(CC(C1)(C3)C)(C2)C)C(C)=O (1,3-diacetyl-5,7-dimethyladamantane), C(C)(=O)C12CC3(CC(CC(C1)(C3)O)(C2)C)C (1-acetyl-3,5-dimethyl-7-adamantanol), CC12CC3(CC(CC(C1)C3)C2)C (1,3-dimethyladamantane). The reagents and catalysts are C(C)(=O)[O-].[Co+2].C(C)(=O)[O-] (cobalt(II) acetate). Solvent: C(C)(=O)O (acetic acid). Yields the product C(C)(=O)C12CC3(CC(CC(C1)C3)(C2)C)C (1-acetyl-3,5-dimethyladamantane), CC12CC3(CC(CC(C1)C3)(C2)O)C (1,3-dimethyl-5-adamantanol), CC12CC3(C(C(CC(C1)C3)C2)=O)C (1,3-dimethyl-4-adamantanone). Isolated yield 3.0%. As a reaction SMILES: ON1C(=O)C2=CC=CC=C2C1=O.CC12CC3CC(CC(C)(C3)C1)C2.C(C(C)=O)(C)=O.[C:31]([C:34]12[CH2:44][C:38]3([CH3:45])[CH2:39][C:40](C)([CH2:42][C:36]([C:46](=O)C)([CH2:37]3)[CH2:35]1)[CH2:41]2)(=[O:33])[CH3:32].[C:49]([C:52]12[CH2:62][C:56]3([CH3:63])[CH2:57][C:58]([OH:61])([CH2:60][C:54](C)([CH2:55]3)[CH2:53]1)[CH2:59]2)(=O)C>C([O-])(=O)C.[Co+2].C([O-])(=O)C.C(O)(=O)C>[C:31]([C:34]12[CH2:44][C:38]3([CH3:45])[CH2:39][CH:40]([CH2:42][C:36]([CH3:46])([CH2:37]3)[CH2:35]1)[CH2:41]2)(=[O:33])[CH3:32].[CH3:49][C:52]12[CH2:59][C:58]3([OH:61])[CH2:60][CH:54]([CH2:55][C:56]([CH3:63])([CH2:57]3)[CH2:62]1)[CH2:53]2.[CH3:45][C:38]12[CH2:44][CH:34]3[CH2:41][CH:40]([CH2:42][C:36]([CH3:35])([C:31]3=[O:33])[CH2:37]1)[CH2:39]2 |f:5.6.7|. Reported procedure: The procedure of Example 7 was repeated, except that a mixture further comprising 0.3 mmol of N-hydroxyphthalimide in addition to the 1,3-dimethyladamantane, biacetyl, cobalt(II) acetate, and acetic acid was subjected to the reaction. As a result, 1-acetyl-3,5-dimethyladamantane (yield 19%, selectivity 53%), 1,3-diacetyl-5,7-dimethyladamantane (trace), 1-acetyl-3,5-dimethyl-7-adamantanol (trace), 1,3-dimethyl-5-adamantanol (yield 7%, selectivity 19%), and 1,3-dimethyl-4-adamantanone (yield 3%, s...